Dataset: the Open Reaction Database (ORD), a public repository of structured organic reaction records. Task: describe an organic reaction: reactants, conditions, products, and yield The reactants are C[O-].[Na+] (sodium methylate), ClC1=CC(=C(C=C1OC(C)C)NC(NC1=C(CCC1)C(=O)OCC)=O)F (ethyl 2-[3-(4-chloro-2-fluoro-5-isopropoxyphenyl)ureido]-1-cyclopentenecarboxylate), Cl (hydrochloric acid). Run in CO (methanol). Conditions: time 2 hour. Yields the product ClC1=CC(=C(C=C1OC(C)C)N1C(NC2=C(C1=O)CCC2)=O)F (3-(4-chloro-2-fluoro-5-isopropoxyphenyl)-1,5,6,7-tetrahydro-2H-cyclopenta[d]pyrimidine-2,4(3H)-dione). RXN SMILES: [Cl:1][C:2]1[C:7]([O:8][CH:9]([CH3:11])[CH3:10])=[CH:6][C:5]([NH:12][C:13](=[O:25])[NH:14][C:15]2[CH2:19][CH2:18][CH2:17][C:16]=2[C:20](OCC)=[O:21])=[C:4]([F:26])[CH:3]=1.C[O-].[Na+].Cl>CO>[Cl:1][C:2]1[C:7]([O:8][CH:9]([CH3:11])[CH3:10])=[CH:6][C:5]([N:12]2[C:20](=[O:21])[C:16]3[CH2:17][CH2:18][CH2:19][C:15]=3[NH:14][C:13]2=[O:25])=[C:4]([F:26])[CH:3]=1 |f:1.2|. Reported procedure: A suspension of 6.0 g of ethyl 2-[3-(4-chloro-2-fluoro-5-isopropoxyphenyl)ureido]-1-cyclopentenecarboxylate in 100 ml of absolute methanol is treated while stirring at room temperature with 7.8 ml of 2N sodium methylate solution and the reaction mixture is stirred for 2 hours. The solution is treated with 7.8 ml of 2N hydrochloric acid and evaporated to dryness. The residue is dissolved in 200 ml of ethyl acetate and the solution is washed with water, dried over anhydrous sodium sulphate and eva...